Dataset: the Open Reaction Database (ORD), a public repository of structured organic reaction records. Task: describe an organic reaction: reactants, conditions, products, and yield RXN SMILES: NCCOCCOCC[O:10][CH2:11][CH2:12][NH:13][C:14]([CH2:16][CH2:17][C@H:18]([NH:26][C:27]([C:29]1[CH:34]=[CH:33][C:32]([N:35](C(OCC2C=CC=CC=2)=O)[CH3:36])=[CH:31][CH:30]=1)=[O:28])[C:19]([O:21][C:22]([CH3:25])([CH3:24])[CH3:23])=[O:20])=[O:15].NCCO[CH2:51][CH2:52][O:53][CH2:54][CH2:55][O:56][CH2:57][CH2:58][O:59][CH2:60][CH2:61][O:62][CH2:63][CH2:64][N:65]=[N+]=[N-]>>[NH2:65][CH2:64][CH2:63][O:62][CH2:61][CH2:60][O:59][CH2:58][CH2:57][O:56][CH2:55][CH2:54][O:53][CH2:52][CH2:51][O:10][CH2:11][CH2:12][NH:13][C:14]([CH2:16][CH2:17][C@H:18]([NH:26][C:27]([C:29]1[CH:34]=[CH:33][C:32]([NH:35][CH3:36])=[CH:31][CH:30]=1)=[O:28])[C:19]([O:21][C:22]([CH3:25])([CH3:24])[CH3:23])=[O:20])=[O:15]. Reactants: NCCOCCOCCOCCNC(=O)CC[C@@H](C(=O)OC(C)(C)C)NC(=O)C1=CC=C(C=C1)N(C)C(=O)OCC1=CC=CC=C1 (tert-butyl (2S)-4-[N-(2-{2-[2-(2-aminoethoxy)ethoxy]ethoxy}ethyl)carbamoyl]-2-({4-[N-methyl(phenylmethoxy)carbonylamino]phenyl}carbonylamino)butanoate), NCCOCCOCCOCCOCCOCCN=[N+]=[N-] (1-amino-17-azido-3,6,9,12,15-pentaoxaheptadecane). The product is NCCOCCOCCOCCOCCOCCNC(=O)CC[C@@H](C(=O)OC(C)(C)C)NC(=O)C1=CC=C(C=C1)NC (tert-butyl (2S)-4-(N-{2-[2-(2-{2-[2-(2-aminoethoxy)ethoxy]ethoxy}ethoxy)ethoxy]ethyl}carbamoyl)-2-{[4-(methylamino)phenyl]carbonylamino}butanoate). Procedure: Compound 26 (linker moiety where n=5) was synthesized by an analogous procedure as employed for compound 12, but using 1-amino-17-azido-3,6,9,12,15-pentaoxaheptadecane instead of 1-amino-11-azido-3,6,9-trioxaundecane in the first step of synthesis. Starting materials: [N+](=[N-])=CC(=O)OCC (ethyl diazoacetate), C(C)(C)(C=1OC[C@@H](N1)C(C)(C)C)C=1OC[C@@H](N1)C(C)(C)C (2,2′-isopropylidenebis[(4S)-4-tert-butyl-2-oxazoline]), ClC(=C)F (1-chloro-1-fluoroethylene). Reagents/catalysts: FC(S(=O)(=O)[O-])(F)F.[Cu+2].FC(S(=O)(=O)[O-])(F)F (copper (II) trifluoromethanesulfonate). Solvent: C1CCCCC1 (cyclohexane), C1CCCCC1 (Cyclohexane), C1CCCCC1 (cyclohexane), C1CCCCC1 (Cyclohexane). Conditions: temperature 10 celsius, time 1 hour. Product: ClC1(C(C1)C(=O)OCC)F (ethyl 2-chloro-2-fluorocyclopropanecarboxylate). Reaction SMILES: C(C1OC[C@H](C(C)(C)C)N=1)(C1OC[C@H](C(C)(C)C)N=1)(C)C.[Cl:22][C:23]([F:25])=[CH2:24].[N+](=[CH:28][C:29]([O:31][CH2:32][CH3:33])=[O:30])=[N-]>C1CCCCC1.FC(F)(F)S([O-])(=O)=O.[Cu+2].FC(F)(F)S([O-])(=O)=O>[Cl:22][C:23]1([F:25])[CH2:24][CH:28]1[C:29]([O:31][CH2:32][CH3:33])=[O:30] |f:4.5.6|. Procedure: Cyclohexane (76.6 g), 2,2′-isopropylidenebis[(4S)-4-tert-butyl-2-oxazoline] (64.8 mg, 0.22 mmol), and copper (II) trifluoromethanesulfonate (72.1 mg, 0.20 mmol) were charged in an autoclave, and then 1-chloro-1-fluoroethylene (76.8 g, 0.95 mol) was charged under elevated pressure. After the mixed solution was cooled to 10° C., a mixed solution containing 95% of ethyl diazoacetate (12.0 g, 100 mmol) and cyclohexane (50 g) was charged under elevated pressure over five hours. Cyclohexane (20 ml) wa...